Dataset: the Open Reaction Database (ORD), a public repository of structured organic reaction records. Task: describe an organic reaction: reactants, conditions, products, and yield RXN SMILES: [F:1][C:2]1[CH:3]=[C:4]([OH:8])[CH:5]=[CH:6][CH:7]=1.[Br:9][CH2:10][CH2:11][CH2:12][CH2:13][CH2:14][CH2:15]Br.[OH-].[Na+]>O>[Br:9][CH2:10][CH2:11][CH2:12][CH2:13][CH2:14][CH2:15][O:8][C:4]1[CH:5]=[CH:6][CH:7]=[C:2]([F:1])[CH:3]=1 |f:2.3|. The product is 40, BrCCCCCCOC1=CC(=CC=C1)F (1-[(6-bromohexyl)oxy]-3-fluorobenzene). Run at time 24 hour. Procedure details: To a stirred mixture of 32.1 parts of 3-fluorophenol, 122 parts of 1,6-dibromohexane and 200 parts of water was dropwise added a solution of 20 parts of sodium hydroxide in 100 parts of water at reflux temperature. Upon completion, stirring was continued for 24 hours at reflux. After cooling, the product was extracted three times with trichloromethane. The combined extracts were dried, filtered and evaporated. The residue was distilled, yielding 40 parts (50%) of 1-[(6-bromohexyl)oxy]-3-fluorobe... Solvent: O (water), O (water). Yield: 50.0%. Starting materials: 20, [OH-].[Na+] (sodium hydroxide), 32.1, FC=1C=C(C=CC1)O (3-fluorophenol), BrCCCCCCBr (1,6-dibromohexane). Reactants: [Al+3].[Cl-].[Cl-].[Cl-] (AlCl3), COC(=O)C=1N(C2=CC(=CC=C2C1C(NCC1=CC(=C(C=C1)F)F)=O)OC)CC1=NC=CC=C1 (methyl3-(3,4-difluorobenzylcarbamoyl)-6-methoxy-1-(pyridin-2-ylmethyl)-1H-indole-2-carboxylate), COC(=O)C=1N(C2=CC(=CC=C2C1C(NCC1=CC(=C(C=C1)F)F)=O)OC)CC1=NC=CC=C1 (methyl3-(3,4-difluorobenzylcarbamoyl)-6-methoxy-1-(pyridin-2-ylmethyl)-1H-indole-2-carboxylate). Run in CCS (EtSH), C(Cl)Cl (CH2Cl2). Conditions: time 2 hour. The product is FC=1C=C(CNC(=O)C2=C(N(C3=CC(=CC=C23)O)CC2=NC=CC=C2)C(=O)O)C=CC1F (3-(3,4-Difluorobenzylcarbamoyl)-6-hydroxy-1-(pyridin-2-ylmethyl)-1H-indole-2-carboxylic Acid). RXN SMILES: [Al+3].[Cl-].[Cl-].[Cl-].C[O:6][C:7]([C:9]1[N:10]([CH2:32][C:33]2[CH:38]=[CH:37][CH:36]=[CH:35][N:34]=2)[C:11]2[C:16]([C:17]=1[C:18](=[O:29])[NH:19][CH2:20][C:21]1[CH:26]=[CH:25][C:24]([F:27])=[C:23]([F:28])[CH:22]=1)=[CH:15][CH:14]=[C:13]([O:30]C)[CH:12]=2)=[O:8]>CCS.C(Cl)Cl>[F:28][C:23]1[CH:22]=[C:21]([CH:26]=[CH:25][C:24]=1[F:27])[CH2:20][NH:19][C:18]([C:17]1[C:16]2[C:11](=[CH:12][C:13]([OH:30])=[CH:14][CH:15]=2)[N:10]([CH2:32][C:33]2[CH:38]=[CH:37][CH:36]=[CH:35][N:34]=2)[C:9]=1[C:7]([OH:8])=[O:6])=[O:29] |f:0.1.2.3|. Reported procedure: General Procedure M. To a solution of AlCl3 (1.8 g, 13.5 mmol) in EtSH (25 ml) at room temperature was added a solution of methyl3-(3,4-difluorobenzylcarbamoyl)-6-methoxy-1-(pyridin-2-ylmethyl)-1H-indole-2-carboxylate (Compound 93, 1.26 g, 2.7 mmol) in CH2Cl2 (75 ml). The reaction was stirred for 2 h and was quenched with ice. The mixture was concentrated in vacuo, and the resulting white suspension in aqueous solution was acidified with 1M HCl and filtered. The cake was washed with H2O (×3), ta... Reactants: C(C)(=O)OC[C@](CCC=1OC(=CC1)Br)(C)NC(C)=O ((2R)-1-acetoxy-2-acetylamino-2-methyl-4-(5-bromofuran-2-yl)butane), C1(=CC=CC=C1)CCC#C (4-phenylbut-1-yne), C(C(=O)O)(=O)O.N[C@@](CO)(CCC=1OC(=CC1)C#CCCCC1=CC=CC=C1)C ((2R)-2-Amino-2-methyl-4-[5-(5-phenylpent-1-ynyl)furan-2-yl]butan-1-ol oxalate). Yields the product C(C(=O)O)(=O)O.N[C@@](CO)(CCC=1OC(=CC1)C#CCCC1=CC=CC=C1)C ((2R)-2-Amino-2-methyl-4-[5-(4-phenylbut-1-ynyl)furan-2-yl]butan-1-ol oxalate). Yield: 61.0%. RXN SMILES: C(OC[C@@](NC(=O)C)(C)CCC1OC(Br)=CC=1)(=O)C.C1(CCC#C)C=CC=CC=1.[C:30]([OH:35])(=[O:34])[C:31]([OH:33])=[O:32].[NH2:36][C@:37]([CH3:58])([CH2:40][CH2:41][C:42]1[O:43][C:44]([C:47]#[C:48][CH2:49][CH2:50][CH2:51][C:52]2[CH:57]=[CH:56][CH:55]=[CH:54]C=2)=[CH:45][CH:46]=1)[CH2:38][OH:39]>>[C:30]([OH:35])(=[O:34])[C:31]([OH:33])=[O:32].[NH2:36][C@:37]([CH3:58])([CH2:40][CH2:41][C:42]1[O:43][C:44]([C:47]#[C:48][CH2:49][CH2:50][C:51]2[CH:52]=[CH:57][CH:56]=[CH:55][CH:54]=2)=[CH:45][CH:46]=1)[CH2:38][OH:39] |f:2.3,4.5|. Procedure: The title compound was synthesized in a yield of 61% using (2R)-1-acetoxy-2-acetylamino-2-methyl-4-(5-bromofuran-2-yl)butane obtained-in Reference example 6 and 4-phenylbut-1-yne as the starting materials by conducting successively the reactions similar to those mentioned in Examples (1a) and (1b). Reactants: C1(O)=CC(O)=CC=C1 (resorcinol), BrCCBr (1,2-dibromoethane), [OH-].[K+] (potassium hydroxide). Run in CO (methanol). Yields the product BrCCOC=1C=C(C=CC1)O (3-(2-bromoethoxy)phenol). As a reaction SMILES: [C:1]1([CH:8]=[CH:7][CH:6]=[C:4]([OH:5])[CH:3]=1)[OH:2].[Br:9][CH2:10][CH2:11]Br.[OH-].[K+]>CO>[Br:9][CH2:10][CH2:11][O:2][C:1]1[CH:3]=[C:4]([OH:5])[CH:6]=[CH:7][CH:8]=1 |f:2.3|. Procedure details: A mixture of resorcinol (88 g), 1,2-dibromoethane (180 g) and potassium hydroxide (44.8 g) was stirred under reflux in methanol (600 ml) for 24 hours. The reaction mixture was cooled. The residual solid was removed by filtration and the filtrate was evaporated to give 3-(2-bromoethoxy)phenol as an oil which was essentially pure as indicated by thin layer chromatography (tlc) [using silica plates and 10% v/v methanol in dichloromethane as eluant] and was used without purification. The reactants are CCN=C=NCCCN(C)C, O=C(O)C=Cc1ccc(NC2CCN(C(=O)c3ccc(Cl)cc3)C2)nc1, Cl, NOC1CCCCO1, CN(C)C=O, O, On1nnc2ccccc21. The product is O=C(C=Cc1ccc(NC2CCN(C(=O)c3ccc(Cl)cc3)C2)nc1)NOC1CCCCO1. Reaction SMILES: [CH3:45][CH2:46][N:47]=[C:48]=[N:49][CH2:50][CH2:51][CH2:52][N:53]([CH3:54])[CH3:55].[Cl:1][c:2]1[cH:3][cH:4][c:5]([C:6](=[O:7])[N:8]2[CH2:9][CH:10]([NH:13][c:14]3[cH:15][cH:16][c:17]([CH:20]=[CH:21][C:22](=[O:23])[OH:24])[cH:18][n:19]3)[CH2:11][CH2:12]2)[cH:25][cH:26]1.[ClH:56].[O:27]1[CH:28]([O:33][NH2:34])[CH2:29][CH2:30][CH2:31][CH2:32]1.[O:57]=[CH:58][N:59]([CH3:60])[CH3:61].[OH2:62].[OH:35][n:36]1[c:37]2[c:38]([cH:39][cH:40][cH:41][cH:42]2)[n:43][n:44]1>>[Cl:1][c:2]1[cH:3][cH:4][c:5]([C:6](=[O:7])[N:8]2[CH2:9][CH:10]([NH:13][c:14]3[cH:15][cH:16][c:17]([CH:20]=[CH:21][C:22](=[O:23])[NH:34][O:33][CH:28]4[O:27][CH2:32][CH2:31][CH2:30][CH2:29]4)[cH:18][n:19]3)[CH2:11][CH2:12]2)[cH:25][cH:26]1. The reactants are C(CCC)[Li] (n-butyl lithium), CN(C=1NN=C(C(N1)=O)C1=C(C=CC=C1)OC)C (3-Dimethylamino-6-(o-methoxyphenyl)-5-oxo-2,5-dihydro-1,2,4-triazine), C(=O)=O.CC(=O)C (dry ice acetone), resultant mixture, CI (methyl iodide). The solvent is CCCCCC (n-hexane), CO (methanol), O1CCCC1 (tetrahydrofuran). Run at time 10 hour. The product is CN1N=C(C(N=C1N(C)C)=O)C1=C(C=CC=C1)OC (2-methyl-3-dimethylamino-6-(o-methoxyphenyl)-5-oxo-2,5-dihydro-1,2,4-triazine). Yield: 90.0%. Reaction SMILES: [CH3:1][N:2]([CH3:18])[C:3]1[NH:4][N:5]=[C:6]([C:10]2[CH:15]=[CH:14][CH:13]=[CH:12][C:11]=2[O:16][CH3:17])[C:7](=[O:9])[N:8]=1.[C:19](=O)=O.CC(C)=O.C([Li])CCC.CI>O1CCCC1.CCCCCC.CO>[CH3:19][N:4]1[C:3]([N:2]([CH3:18])[CH3:1])=[N:8][C:7](=[O:9])[C:6]([C:10]2[CH:15]=[CH:14][CH:13]=[CH:12][C:11]=2[O:16][CH3:17])=[N:5]1 |f:1.2|. Procedure: 3-Dimethylamino-6-(o-methoxyphenyl)-5-oxo-2,5-dihydro-1,2,4-triazine (0.5 g) was dissolved in tetrahydrofuran (40 ml), and the mixture was cooled to -30° C. with dry ice/acetone. A solution of n-butyl lithium in n-hexane (15%, 1.2 ml) was dropwise added to the mixture, which was then warmed to room temperature. To the resultant mixture, methyl iodide (0.42 g) was dropwise added and, upon completion of the addition, the resulting mixture was stirred at room temperature for 10 hours to complete th... The reactants are O1CC1COC1=CC=CC=C1 (1,2-epoxy-3-phenoxypropane), CC(CC1=CC=C(C=C1)Cl)(C)N (1,1-dimethyl-2-(4-chlorophenyl)ethylamine). The product is Cl.OC(CNC(CC1=CC=C(C=C1)Cl)(C)C)COC1=CC=CC=C1 (N-(2-Hydroxy-3-phenoxypropyl)-1,1-dimethyl-2-(4-chlorophenyl)ethylamine Hydrochloride). Yield: 10.3%. As a reaction SMILES: [O:1]1[CH:3]([CH2:4][O:5][C:6]2[CH:11]=[CH:10][CH:9]=[CH:8][CH:7]=2)[CH2:2]1.[CH3:12][C:13]([NH2:23])([CH3:22])[CH2:14][C:15]1[CH:20]=[CH:19][C:18]([Cl:21])=[CH:17][CH:16]=1>>[ClH:21].[OH:1][CH:3]([CH2:4][O:5][C:6]1[CH:11]=[CH:10][CH:9]=[CH:8][CH:7]=1)[CH2:2][NH:23][C:13]([CH3:22])([CH3:12])[CH2:14][C:15]1[CH:20]=[CH:19][C:18]([Cl:21])=[CH:17][CH:16]=1 |f:2.3|. Procedure details: Using the method of Example 6, supra, 1,2-epoxy-3-phenoxypropane (950 mg, 6.3 mmol) and 1,1-dimethyl-2-(4-chlorophenyl)ethylamine (1.45 g, 7.9 mmol) were used to prepare 150 mg of the title compound as a white solid: GC/EI-MS, m/z (rel. int.) 318 (M-15, 7), 209 (47), 208 (100), 127 (11), 125 (33), 114 (13), 107 (12), 77 (23), 71 (16), 70 (29), 58 (13). Conditions: temperature 90 celsius, time 2 hour. Isolated yield 77.1%. As a reaction SMILES: Cl[C:2]1[C:7]([N+:8]([O-:10])=[O:9])=[CH:6][N:5]=[C:4]2[CH:11]=[CH:12][S:13][C:3]=12.OC(C(F)(F)F)=O.[NH2:21][C@H:22]1[CH2:27][CH2:26][C@H:25]([CH2:28][C:29]#[N:30])[CH2:24][CH2:23]1.C(N(CC)C(C)C)(C)C>C(O)(C)C>[N+:8]([C:7]1[C:2]([NH:21][C@H:22]2[CH2:27][CH2:26][C@H:25]([CH2:28][C:29]#[N:30])[CH2:24][CH2:23]2)=[C:3]2[S:13][CH:12]=[CH:11][C:4]2=[N:5][CH:6]=1)([O-:10])=[O:9] |f:1.2|. Reported procedure: To a stirred suspension of 7-chloro-6-nitrothieno[3,2-b]pyridine (0.88 g, 4.1 mmol) in isopropyl alcohol (14 mL), (trans-4-aminocyclohexyl)acetonitrile TFA salt (0.68 g, 4.9 mmol) and N,N-diisopropylethylamine (3.0 mL, 17 mmol) were added. The reaction was stirred at 90° C. for 2 h. The mixture was concentrated and purified on silica gel (eluting with 0 to 60% EtOAc in dichloromethane) to give the desired product (1 g, 77%). LCMS calculated for C15H17N4O2S (M+H)+: m/z=317.1. Found: 317.0. Product: [N+](=O)([O-])C=1C(=C2C(=NC1)C=CS2)N[C@@H]2CC[C@H](CC2)CC#N ({trans-4-[(6-Nitrothieno[3,2-b]pyridin-7-yl)amino]cyclohexyl}acetonitrile). Run in C(C)(C)O (isopropyl alcohol). The reactants are ClC1=C2C(=NC=C1[N+](=O)[O-])C=CS2 (7-chloro-6-nitrothieno[3,2-b]pyridine), OC(=O)C(F)(F)F.N[C@@H]1CC[C@H](CC1)CC#N ((trans-4-aminocyclohexyl)acetonitrile TFA salt), C(C)(C)N(C(C)C)CC (N,N-diisopropylethylamine). Starting materials: CCCC(N)C(=O)Nc1cn(C(C)(C)C(=O)OC)cn1, CC(C)(C)C(O)C(=O)O. RXN SMILES: [CH3:1][O:2][C:3]([C:4]([CH3:5])([CH3:6])[n:7]1[cH:8][n:9][c:10]([NH:12][C:13]([CH:14]([CH2:15][CH2:16][CH3:17])[NH2:18])=[O:19])[cH:11]1)=[O:20].[OH:21][CH:22]([C:23](=[O:24])[OH:25])[C:26]([CH3:27])([CH3:28])[CH3:29]>>[CH3:1][O:2][C:3]([C:4]([CH3:5])([CH3:6])[n:7]1[cH:8][n:9][c:10]([NH:12][C:13]([CH:14]([CH2:15][CH2:16][CH3:17])[NH:18][C:23]([CH:22]([OH:21])[C:26]([CH3:27])([CH3:28])[CH3:29])=[O:24])=[O:19])[cH:11]1)=[O:20]. Product: CCCC(NC(=O)C(O)C(C)(C)C)C(=O)Nc1cn(C(C)(C)C(=O)OC)cn1. The reactants are ClC=1C=CC(=C(C1)/C=C(/C=O)\C)O ((E)-3-(5-chloro-2-hydroxyphenyl)-2-methylacrylaldehyde), CC1=CC=C(C=C1)S(=O)(=O)NN (4-methylbenzenesulfonohydrazide), [OH-].[Na+] (Sodiumhydroxide), O1CCN(CC1)S(=O)(=O)C=1C=C(C(=O)Cl)C=CC1 (3-(morpholinosulfonyl)benzoyl chloride), [OH-].[Na+] (Sodiumhydroxide). The solvent is C(C)#N (Acetonitrile), C(C)#N (acetonitrile). Conditions: time 3 hour. The product is ClC=1C=CC(=C(C1)C1=NN(C=C1C)C(=O)C1=CC(=CC=C1)S(=O)(=O)N1CCOCC1)O ((3-(5-chloro-2-hydroxyphenyl)-4-methyl-1H-pyrazol-1-yl)(3-(morpholinosulfonyl)phenyl)methanone). The yield is 31.5%. As a reaction SMILES: [Cl:1][C:2]1[CH:3]=[CH:4][C:5]([OH:13])=[C:6](/[CH:8]=[C:9](\[CH3:12])/[CH:10]=O)[CH:7]=1.CC1C=CC(S([NH:24][NH2:25])(=O)=O)=CC=1.[OH-].[Na+].[O:28]1[CH2:33][CH2:32][N:31]([S:34]([C:37]2[CH:38]=[C:39]([CH:43]=[CH:44][CH:45]=2)[C:40](Cl)=[O:41])(=[O:36])=[O:35])[CH2:30][CH2:29]1>C(#N)C>[Cl:1][C:2]1[CH:3]=[CH:4][C:5]([OH:13])=[C:6]([C:8]2[C:9]([CH3:12])=[CH:10][N:25]([C:40]([C:39]3[CH:43]=[CH:44][CH:45]=[C:37]([S:34]([N:31]4[CH2:32][CH2:33][O:28][CH2:29][CH2:30]4)(=[O:36])=[O:35])[CH:38]=3)=[O:41])[N:24]=2)[CH:7]=1 |f:2.3|. Reported procedure: A mixture of (E)-3-(5-chloro-2-hydroxyphenyl)-2-methylacrylaldehyde (40 mg, 0.203 mmol) and 4-methylbenzenesulfonohydrazide (41.7 mg, 0.224 mmol) in Acetonitrile (3 mL) were stirred at room temperature for 3 h and then acetonitrile (2 mL), Sodiumhydroxide (8.95 mg, 0.224 mmol) were added and the mixture was heated at reflux for 16 h, then Sodiumhydroxide (12.21 mg, 0.305 mmol) and 3-(morpholinosulfonyl)benzoyl chloride (88 mg, 0.305 mmol) (made from 3-(morpholinosufonyl)benzoic acid) were subseq...